Dataset: the Open Reaction Database (ORD), a public repository of structured organic reaction records. Task: describe an organic reaction: reactants, conditions, products, and yield Reactants: C=C(C)CCCCC(=O)O, O=C(Cl)C(=O)Cl, c1ccccc1. Yields the product C=C(C)CCCCC(=O)Cl. Reaction SMILES: [CH3:1][C:2]([CH2:3][CH2:4][CH2:5][CH2:6][C:7](=[O:8])[OH:9])=[CH2:10].[Cl:11][C:12]([C:13]([Cl:14])=[O:15])=[O:16].[cH:17]1[cH:18][cH:19][cH:20][cH:21][cH:22]1>>[CH3:1][C:2]([CH2:3][CH2:4][CH2:5][CH2:6][C:7](=[O:8])[Cl:11])=[CH2:10]. Reaction SMILES: [C:1]([CH3:2])(=[O:3])[NH:4][CH:5]1[CH:6]2[CH2:7][CH2:8][C:9]([O:26][CH2:27][c:28]3[cH:29][c:30]([C:38]([F:39])([F:40])[F:41])[cH:31][c:32]([C:34]([F:35])([F:36])[F:37])[cH:33]3)([N:42]=[N+:43]=[N-:44])[C:10]([c:20]3[cH:21][cH:22][cH:23][cH:24][cH:25]3)([CH2:11]1)[N:12]2[CH2:13][c:14]1[cH:15][cH:16][cH:17][cH:18][cH:19]1.[CH3:45][C:46](=[O:47])[OH:48].[CH3:50][CH2:51][O:52][C:53](=[O:54])[CH3:55].[CH3:56][CH2:57][O:58][CH2:59][CH3:60].[ClH:49].[OH-:61].[OH-:63].[Pd+2:62]>>[C:1]([CH3:2])(=[O:3])[NH:4][CH:5]1[CH:6]2[CH2:7][CH2:8][C:9]([O:26][CH2:27][c:28]3[cH:29][c:30]([C:38]([F:39])([F:40])[F:41])[cH:31][c:32]([C:34]([F:35])([F:36])[F:37])[cH:33]3)([N:42]=[N+:43]=[N-:44])[C:10]([c:20]3[cH:21][cH:22][cH:23][cH:24][cH:25]3)([CH2:11]1)[NH:12]2.[ClH:49]. Starting materials: CC(=O)NC1CC2(c3ccccc3)N(Cc3ccccc3)C1CCC2(N=[N+]=[N-])OCc1cc(C(F)(F)F)cc(C(F)(F)F)c1, CC(=O)O, CCOC(C)=O, CCOCC, Cl, [OH-], [OH-], [Pd+2]. The product is CC(=O)NC1CC2(c3ccccc3)NC1CCC2(N=[N+]=[N-])OCc1cc(C(F)(F)F)cc(C(F)(F)F)c1, Cl. The reactants are ClCCCl, COc1cc(C=C(CCCCl)C(=O)O)ccc1-n1cnc(C)c1, CC(N)c1ccc(F)cc1, O=C(O)C(F)(F)F, CN(C)C=O, On1nnc2ccccc21. The product is COc1cc(C=C(CCCCl)C(=O)NC(C)c2ccc(F)cc2)ccc1-n1cnc(C)c1. As a reaction SMILES: [CH2:56]([Cl:57])[CH2:58][Cl:59].[Cl:13][CH2:14][CH2:15][CH2:16][C:17]([C:18](=[O:19])[OH:20])=[CH:21][c:22]1[cH:23][c:24]([O:34][CH3:35])[c:25](-[n:28]2[cH:29][n:30][c:31]([CH3:33])[cH:32]2)[cH:26][cH:27]1.[F:36][c:37]1[cH:38][cH:39][c:40]([CH:43]([CH3:44])[NH2:45])[cH:41][cH:42]1.[F:6][C:7]([F:8])([F:9])[C:10]([OH:11])=[O:12].[O:1]=[CH:2][N:3]([CH3:4])[CH3:5].[OH:46][n:47]1[c:48]2[c:49]([cH:50][cH:51][cH:52][cH:53]2)[n:54][n:55]1>>[Cl:13][CH2:14][CH2:15][CH2:16][C:17]([C:18](=[O:20])[NH:45][CH:43]([c:40]1[cH:39][cH:38][c:37]([F:36])[cH:42][cH:41]1)[CH3:44])=[CH:21][c:22]1[cH:23][c:24]([O:34][CH3:35])[c:25](-[n:28]2[cH:29][n:30][c:31]([CH3:33])[cH:32]2)[cH:26][cH:27]1. The reactants are O=C(O)c1cccc(S(=O)(=O)Cl)c1, CCOC(=O)C1CCCNC1. Product: CCOC(=O)C1CCCN(S(=O)(=O)c2cccc(C(=O)O)c2)C1. Reaction SMILES: [Cl:1][S:2](=[O:3])(=[O:4])[c:5]1[cH:6][c:7]([C:8](=[O:9])[OH:10])[cH:11][cH:12][cH:13]1.[NH:14]1[CH2:15][CH:16]([C:20](=[O:21])[O:22][CH2:23][CH3:24])[CH2:17][CH2:18][CH2:19]1>>[S:2](=[O:3])(=[O:4])([c:5]1[cH:6][c:7]([C:8](=[O:9])[OH:10])[cH:11][cH:12][cH:13]1)[N:14]1[CH2:15][CH:16]([C:20](=[O:21])[O:22][CH2:23][CH3:24])[CH2:17][CH2:18][CH2:19]1. As a reaction SMILES: [CH:11]([CH3:12])([CH3:13])[c:14]1[cH:15][nH:16][c:17]([CH3:19])[cH:18]1.[Cl:22][CH:23]([Cl:24])[CH3:25].[Na+:21].[O:1]=[CH:2][N:3]([CH3:4])[CH3:5].[OH-:20].[OH2:26].[P:6]([Cl:7])([Cl:8])([Cl:9])=[O:10]>>[O:1]=[CH:2][c:15]1[c:14]([CH:11]([CH3:12])[CH3:13])[cH:18][c:17]([CH3:19])[nH:16]1. Reactants: Cc1cc(C(C)C)c[nH]1, CC(Cl)Cl, [Na+], CN(C)C=O, [OH-], O, O=P(Cl)(Cl)Cl. Yields the product Cc1cc(C(C)C)c(C=O)[nH]1.